Task: describe an organic reaction: reactants, conditions, products, and yield. Dataset: the Open Reaction Database (ORD), a public repository of structured organic reaction records The reactants are COCCN1CCNCC1 (1-(2-methoxyethyl)piperazine), C(C)(=O)O[BH-](OC(C)=O)OC(C)=O.[Na+] (sodium triacetoxyborohydride), ClC1=C2CNC(C2=C(C=C1)C=1N(C2=CC=C(C=C2C1)C=O)C(=O)OC(C)(C)C)=O (4-chloro-7-[1-(tert-butoxycarbonyl)-5-formylindol-2-yl]isoindolinone). The solvent is ClCCl (dichloromethane). The product is ClC1=C2CNC(C2=C(C=C1)C=1N(C2=CC=C(C=C2C1)CN1CCN(CC1)CCOC)C(=O)OC(C)(C)C)=O (4-chloro-7-{1-(tert-butoxycarbonyl)-5-[4-(2-methoxyethyl)piperazin-1-ylmethyl]indol-2-yl}isoindolinone). Reaction SMILES: [Cl:1][C:2]1[CH:10]=[CH:9][C:8]([C:11]2[N:12]([C:22]([O:24][C:25]([CH3:28])([CH3:27])[CH3:26])=[O:23])[C:13]3[C:18]([CH:19]=2)=[CH:17][C:16]([CH:20]=O)=[CH:15][CH:14]=3)=[C:7]2[C:3]=1[CH2:4][NH:5][C:6]2=[O:29].[CH3:30][O:31][CH2:32][CH2:33][N:34]1[CH2:39][CH2:38][NH:37][CH2:36][CH2:35]1.C(O[BH-](OC(=O)C)OC(=O)C)(=O)C.[Na+]>ClCCl>[Cl:1][C:2]1[CH:10]=[CH:9][C:8]([C:11]2[N:12]([C:22]([O:24][C:25]([CH3:27])([CH3:26])[CH3:28])=[O:23])[C:13]3[C:18]([CH:19]=2)=[CH:17][C:16]([CH2:20][N:37]2[CH2:38][CH2:39][N:34]([CH2:33][CH2:32][O:31][CH3:30])[CH2:35][CH2:36]2)=[CH:15][CH:14]=3)=[C:7]2[C:3]=1[CH2:4][NH:5][C:6]2=[O:29] |f:2.3|. Procedure: In a similar manner to Step 1, of Example 56, 4-chloro-7-[1-(tert-butoxycarbonyl)-5-formylindol-2-yl]isoindolinone (20.0 mg, 0.0487 mmol) was dissolved in dichloromethane (0.5 mL). The solution was treated with 1-(2-methoxyethyl)piperazine (29 mg, 0.20 mmol) and sodium triacetoxyborohydride (32 mg, 0.15 mmol) to obtain 4-chloro-7-{1-(tert-butoxycarbonyl)-5-[4-(2-methoxyethyl)piperazin-1-ylmethyl]indol-2-yl}isoindolinone.